From a dataset of the Open Reaction Database (ORD), a public repository of structured organic reaction records. describe an organic reaction: reactants, conditions, products, and yield The reactants are ClC=1C=C(C=CC1Cl)N=C=O (3,4-Dichlorophenyl isocyanate), O[C@H]1C2(CC2)CCN(C1)CCC[C@H]1COC2(N1C([C@@H](NC2)C)=O)C ((3S,6S)-3-[3-((S)-4-hydroxy-6-aza-spiro[2.5]oct-6-yl)-propyl]-6,8a-dimethyl-hexahydro-oxazolo[3,2-a]pyrazin-5-one). The product is ClC=1C=C(C=CC1Cl)NC(=O)N1CC2(N(C([C@@H]1C)=O)[C@H](CO2)CCCN2C[C@H](C1(CC1)CC2)O)C ((3S,6S)-3-[3-((S)-4-Hydroxy-6-aza-spiro[2.5]oct-6-yl)-propyl]-6,8a-dimethyl-5-oxo-hexahydro-oxazolo[3,2-a]pyrazine-7-carboxylic acid (3,4-dichloro-phenyl)-amide). RXN SMILES: [Cl:1][C:2]1[CH:3]=[C:4]([N:9]=[C:10]=[O:11])[CH:5]=[CH:6][C:7]=1[Cl:8].[OH:12][C@@H:13]1[CH2:20][N:19]([CH2:21][CH2:22][CH2:23][C@@H:24]2[N:28]3[C:29](=[O:34])[C@H:30]([CH3:33])[NH:31][CH2:32][C:27]3([CH3:35])[O:26][CH2:25]2)[CH2:18][CH2:17][C:14]21[CH2:16][CH2:15]2>>[Cl:1][C:2]1[CH:3]=[C:4]([NH:9][C:10]([N:31]2[C@@H:30]([CH3:33])[C:29](=[O:34])[N:28]3[C@@H:24]([CH2:23][CH2:22][CH2:21][N:19]4[CH2:18][CH2:17][C:14]5([CH2:15][CH2:16]5)[C@H:13]([OH:12])[CH2:20]4)[CH2:25][O:26][C:27]3([CH3:35])[CH2:32]2)=[O:11])[CH:5]=[CH:6][C:7]=1[Cl:8]. Procedure: 3,4-Dichlorophenyl isocyanate (28 mg, 0.15 mmol) was added at 0° C. to a solution of (3S,6S)-3-[3-((S)-4-hydroxy-6-aza-spiro[2.5]oct-6-yl)-propyl]-6,8a-dimethyl-hexahydro-oxazolo[3,2-a]pyrazin-5-one (50 mg, 0.15 mmol), then the ice bath was removed. After 30 min the reaction mixture was evaporated and the residue chromatographed (SiO2; DCM→DCM/MeOH/25% aq. ammonia solution 90:10:0.25) to pruduce the title compound (57 mg, 73%). Colourless gum, MS: 525.3 (M+H)+.